Dataset: the Open Reaction Database (ORD), a public repository of structured organic reaction records. Task: describe an organic reaction: reactants, conditions, products, and yield Reactants: O.O.[Sn](Cl)Cl (tin (II)chloride dihydrate), FC(OC1=C(N)C=CC=C1)(F)F (o-trifluoromethoxyaniline), ice, [OH-].[Na+] (NaOH), N(=O)[O-].[Na+] (NaNO2). Solvent: Cl (HCl), Cl (HCl), O (water). Product: Cl.FC(OC1=C(C=CC=C1)NN)(F)F (2-Trifluoromethoxyphenylhydrazine Hydrochloride). Isolated yield 87.5%. As a reaction SMILES: [F:1][C:2]([F:12])([F:11])[O:3][C:4]1[CH:10]=[CH:9][CH:8]=[CH:7][C:5]=1[NH2:6].[N:13]([O-])=O.[Na+].O.O.[Sn](Cl)[Cl:20].[OH-].[Na+]>O.Cl>[ClH:20].[F:1][C:2]([F:11])([F:12])[O:3][C:4]1[CH:10]=[CH:9][CH:8]=[CH:7][C:5]=1[NH:6][NH2:13] |f:1.2,3.4.5,6.7,10.11|. Procedure details: A solution of o-trifluoromethoxyaniline (1.77 g, 10 mmol) in cold, concentrated HCl (11.6 mL) was diazotized at -5° C. (internal temperature) with a solution of NaNO2 (0.69 g, 10 mmol) in water (11 mL). After 15-20 minutes the mixture was treated portionwise with a cold (0° C.) solution of tin (II)chloride dihydrate (4.5 g, 20 mmol) in concentrated HCl (4 mL). Stirring was continued for another 3 hours with the ice bath warming to room temperature after one hour. The suspension was recooled, bas... Reactants: O=C(O)CCCCl, O, Oc1cccc2ccccc12. The product is O=C(CCCCl)c1ccc2ccccc2c1O. As a reaction SMILES: [Cl:12][CH2:13][CH2:14][CH2:15][C:16](=[O:17])[OH:18].[OH2:19].[OH:1][c:2]1[cH:3][cH:4][cH:5][c:6]2[cH:7][cH:8][cH:9][cH:10][c:11]12>>[OH:1][c:2]1[c:3]([C:16]([CH2:15][CH2:14][CH2:13][Cl:12])=[O:17])[cH:4][cH:5][c:6]2[cH:7][cH:8][cH:9][cH:10][c:11]12. Reactants: CC(=O)Cl, Cc1ccccc1, CNC(CCl)C(=O)O, Cl. The product is CC(=O)N(C)C(CCl)C(=O)O. Reaction SMILES: [CH3:10][C:11]([Cl:12])=[O:13].[CH3:14][c:15]1[cH:16][cH:17][cH:18][cH:19][cH:20]1.[CH3:2][NH:3][CH:4]([CH2:5][Cl:6])[C:7](=[O:8])[OH:9].[ClH:1]>>[CH3:2][N:3]([CH:4]([CH2:5][Cl:6])[C:7](=[O:8])[OH:9])[C:11]([CH3:10])=[O:13]. The reactants are C1CCOC1, [Li]C(C)CC, CC(C)[Si](C(C)C)(C(C)C)n1ccc2c(Cl)ccnc21, CCOC(=O)Cl. Product: CCOC(=O)c1cnc2c(ccn2[Si](C(C)C)(C(C)C)C(C)C)c1Cl. RXN SMILES: [CH2:32]1[O:33][CH2:34][CH2:35][CH2:36]1.[CH:21]([Li:22])([CH2:23][CH3:24])[CH3:25].[Cl:1][c:2]1[c:3]2[c:4]([n:5][cH:6][cH:7]1)[n:8]([Si:11]([CH:12]([CH3:13])[CH3:14])([CH:15]([CH3:16])[CH3:17])[CH:18]([CH3:19])[CH3:20])[cH:9][cH:10]2.[Cl:26][C:27](=[O:28])[O:29][CH2:30][CH3:31]>>[Cl:1][c:2]1[c:3]2[c:4]([n:5][cH:6][c:7]1[C:27](=[O:28])[O:29][CH2:30][CH3:31])[n:8]([Si:11]([CH:12]([CH3:13])[CH3:14])([CH:15]([CH3:16])[CH3:17])[CH:18]([CH3:19])[CH3:20])[cH:9][cH:10]2. The reactants are ice water, C(C)OC(=O)C(C)OC1=CC2=C(C(C(=CO2)C2=CC=CC=C2)=O)C=C1 (7-(1-ethoxycarbonylethyl)oxy-3-phenyl-4H-1-benzopyran-4-one), O1CCOCC1 (dioxane), Cl (hydrochloric acid). Run in O (water). The product is OC(=O)C(C)OC1=CC2=C(C(C(=CO2)C2=CC=CC=C2)=O)C=C1 (7-(1-hydroxycarbonylethyl)oxy-3-phenyl-4H-1-benzopyran-4-one). The yield is 93.2%. RXN SMILES: C([O:3][C:4]([CH:6]([O:8][C:9]1[CH:25]=[CH:24][C:12]2[C:13](=[O:23])[C:14]([C:17]3[CH:22]=[CH:21][CH:20]=[CH:19][CH:18]=3)=[CH:15][O:16][C:11]=2[CH:10]=1)[CH3:7])=[O:5])C.O1CCOCC1.Cl>O>[OH:5][C:4]([CH:6]([O:8][C:9]1[CH:25]=[CH:24][C:12]2[C:13](=[O:23])[C:14]([C:17]3[CH:18]=[CH:19][CH:20]=[CH:21][CH:22]=3)=[CH:15][O:16][C:11]=2[CH:10]=1)[CH3:7])=[O:3]. Procedure details: A mixture of 20 g of 7-(1-ethoxycarbonylethyl)oxy-3-phenyl-4H-1-benzopyran-4-one, 200 ml of dioxane, 70 ml of hydrochloric acid and 150 ml of water was refluxed for 4 hours and poured into ice water. The resulting crystalline precipitate was collected by filtration and recrystallized from ethanol to give 17.1 g of 7-(1-hydroxycarbonylethyl)oxy-3-phenyl-4H-1-benzopyran-4-one as white crystals. m.p. 223° C. Reactants: ClC1=CC=C(C=C1)S(=O)(=O)NC(C(=O)NC1=CC=C(C=C1)CC(=O)OCC)COC=1C=NC=CC1 ((RS)-2-(4-chlorobenzenesulfonylamino)-N-(4-(ethoxycarbonylmethyl)phenyl)-3-(pyridin-3-yloxy) propanamide), Cl (HCl). Product: Cl.C(=O)(O)CC1=CC=C(C=C1)NC(C(COC=1C=NC=CC1)NS(=O)(=O)C1=CC=C(C=C1)Cl)=O ((RS)-N-(4-(carboxymethyl)phenyl)-2-(4-chlorobenzenesulfonylamino)-3-(pyridin-3-yloxy)propanamide hydrochloride). Isolated yield 153.4%. As a reaction SMILES: [Cl:1][C:2]1[CH:7]=[CH:6][C:5]([S:8]([NH:11][CH:12]([CH2:28][O:29][C:30]2[CH:31]=[N:32][CH:33]=[CH:34][CH:35]=2)[C:13]([NH:15][C:16]2[CH:21]=[CH:20][C:19]([CH2:22][C:23]([O:25]CC)=[O:24])=[CH:18][CH:17]=2)=[O:14])(=[O:10])=[O:9])=[CH:4][CH:3]=1.Cl>>[ClH:1].[C:23]([CH2:22][C:19]1[CH:18]=[CH:17][C:16]([NH:15][C:13](=[O:14])[CH:12]([NH:11][S:8]([C:5]2[CH:4]=[CH:3][C:2]([Cl:1])=[CH:7][CH:6]=2)(=[O:10])=[O:9])[CH2:28][O:29][C:30]2[CH:31]=[N:32][CH:33]=[CH:34][CH:35]=2)=[CH:21][CH:20]=1)([OH:25])=[O:24] |f:2.3|. Reported procedure: The procedure described in Example 115 was repeated, except that (RS)-2-(4-chlorobenzenesulfonylamino)-N-(4-(ethoxycarbonylmethyl)phenyl)-3-(pyridin-3-yloxy) propanamide (38.1 mg) was hydrolyzed, and then reacted with HCl to obtain (RS)-N-(4-(carboxymethyl)phenyl)-2-(4-chlorobenzenesulfonylamino)-3-(pyridin-3-yloxy)propanamide hydrochloride (29.7 mg).